Dataset: the Open Reaction Database (ORD), a public repository of structured organic reaction records. Task: describe an organic reaction: reactants, conditions, products, and yield The reactants are BrC=1SC(=C(N1)Br)C1=C(N=C2N1N=C(C=C2C(CC)CC)C)C (3-(2,4-dibromo-thiazol-5-yl)-8-(1-ethyl-propyl)-2,6-dimethyl-imidazo[1,2-b]pyridazine), [Li]CCCC (BuLi), O (Water). Run in C1CCOC1 (THF). Conditions: temperature -78 celsius, time 30 minute. Product: BrC=1N=CSC1C1=C(N=C2N1N=C(C=C2C(CC)CC)C)C (3-(4-Bromo-thiazol-5-yl)-8-(1-ethyl-propyl)-2,6-dimethyl-imidazo[1,2-b]pyridazine). Isolated yield 81.6%. RXN SMILES: Br[C:2]1[S:3][C:4]([C:8]2[N:12]3[N:13]=[C:14]([CH3:22])[CH:15]=[C:16]([CH:17]([CH2:20][CH3:21])[CH2:18][CH3:19])[C:11]3=[N:10][C:9]=2[CH3:23])=[C:5]([Br:7])[N:6]=1.[Li]CCCC.O>C1COCC1>[Br:7][C:5]1[N:6]=[CH:2][S:3][C:4]=1[C:8]1[N:12]2[N:13]=[C:14]([CH3:22])[CH:15]=[C:16]([CH:17]([CH2:18][CH3:19])[CH2:20][CH3:21])[C:11]2=[N:10][C:9]=1[CH3:23]. Reported procedure: To a solution of 3-(2,4-dibromo-thiazol-5-yl)-8-(1-ethyl-propyl)-2,6-dimethyl-imidazo[1,2-b]pyridazine (4.86 g, 10.6 mmol) in THF (150 mL) under N2 atmosphere at −78° C., BuLi (6.63 mL 1.6 M in hexane, 10.6 mmol) is added dropwise for a period of 10 minutes. The mixture is stirred at −78° C. for 30 minutes. Water is added, and the mixture is extracted with Et2O (3×100 mL), dried over MgSO4 and concentrated in vacuo. Crude product is purified by flash chromatography on silica gel (eluent hexane:E... The reactants are Nc1ccccc1, C1CCOC1, O=C1Nc2ccccc2C1=CO. Yields the product O=C1Nc2ccccc2C1=CNc1ccccc1. RXN SMILES: [NH2:13][c:14]1[cH:15][cH:16][cH:17][cH:18][cH:19]1.[O:20]1[CH2:21][CH2:22][CH2:23][CH2:24]1.[OH:1][CH:2]=[C:3]1[C:4](=[O:12])[NH:5][c:6]2[cH:7][cH:8][cH:9][cH:10][c:11]21>>[CH:2](=[C:3]1[C:4](=[O:12])[NH:5][c:6]2[cH:7][cH:8][cH:9][cH:10][c:11]21)[NH:13][c:14]1[cH:15][cH:16][cH:17][cH:18][cH:19]1. Reactants: [H-].[Na+] (sodium hydride), C1=CC=CC=2OC3=CC=CC=C3NC12 (phenoxazine), [Si](C)(C)(C(C)(C)C)Cl (t-butyldimethylsilyl chloride). The solvent is O1CCCC1 (tetrahydrofuran), CN(C=O)C (dimethylformamide), O1CCCC1 (tetrahydrofuran). Product: [Si](C)(C)(C(C)(C)C)N1C2=CC=CC=C2OC=2C=CC=CC12 (N-t-Butyldimethylsilylphenoxazine). As a reaction SMILES: [CH:1]1[C:14]2[NH:13][C:12]3[C:7](=[CH:8][CH:9]=[CH:10][CH:11]=3)[O:6][C:5]=2[CH:4]=[CH:3][CH:2]=1.[H-].[Na+].[Si:17](Cl)([C:20]([CH3:23])([CH3:22])[CH3:21])([CH3:19])[CH3:18]>O1CCCC1.CN(C)C=O>[Si:17]([N:13]1[C:14]2[CH:1]=[CH:2][CH:3]=[CH:4][C:5]=2[O:6][C:7]2[C:12]1=[CH:11][CH:10]=[CH:9][CH:8]=2)([C:20]([CH3:23])([CH3:22])[CH3:21])([CH3:19])[CH3:18] |f:1.2|. Reported procedure: 5 Grams of phenoxazine was dissolved in 100 ml of dry tetrahydrofuran, then 1.63 g of 50% sodium hydride in mineral oil was added and the mixture refluxed for 30 minutes. Then 6.19 g of t-butyldimethylsilyl chloride in dimethylformamide (2 ml) and tetrahydrofuran (8 ml) was added and reflux was continued for five more minutes. The reaction was quenched by the addition of water, the organic layer was separated and dried over sodium sulfate. Then the solvent was removed under reduced pressure and ... Reactants: C(C)(C)(C)OC(=O)N1[C@@H](CC(C1)=NOC(C)(C)C)C(=O)O ((2S,4EZ)-1-(tert-butoxycarbonyl)-4-(tert-butoxyimino)-2-pyrrolidinecarboxylic acid), O=C1OC(=CC=C1C(=O)Cl)CCCCC (2-oxo-6-pentyl-2H-pyran-3-carbonyl chloride), COC=1C=C(CN)C=CC1OC (3,4-dimethoxybenzylamine). The product is C(C)(C)(C)ON=C1C[C@H](N(C1)C(=O)C=1C(OC(=CC1)CCCCC)=O)C(=O)NCC1=CC(=C(C=C1)OC)OC ((2S,4EZ)-4-(tert-butoxyimino)-N-(3,4-dimethoxybenzyl)-1-[(2-oxo-6-pentyl-2H-pyran-3-yl)carbonyl]-2-pyrrolidinecarboxamide). RXN SMILES: C(O[C:6]([N:8]1[CH2:12][C:11](=[N:13][O:14][C:15]([CH3:18])([CH3:17])[CH3:16])[CH2:10][C@H:9]1[C:19]([OH:21])=O)=[O:7])(C)(C)C.[O:22]=[C:23]1[C:28](C(Cl)=O)=[CH:27][CH:26]=[C:25]([CH2:32][CH2:33][CH2:34][CH2:35][CH3:36])[O:24]1.[CH3:37][O:38][C:39]1[CH:40]=[C:41]([CH:44]=[CH:45][C:46]=1[O:47][CH3:48])[CH2:42][NH2:43]>>[C:15]([O:14][N:13]=[C:11]1[CH2:12][N:8]([C:6]([C:28]2[C:23](=[O:22])[O:24][C:25]([CH2:32][CH2:33][CH2:34][CH2:35][CH3:36])=[CH:26][CH:27]=2)=[O:7])[C@H:9]([C:19]([NH:43][CH2:42][C:41]2[CH:44]=[CH:45][C:46]([O:47][CH3:48])=[C:39]([O:38][CH3:37])[CH:40]=2)=[O:21])[CH2:10]1)([CH3:16])([CH3:17])[CH3:18]. Procedure: Following the general method as outlined in Example 22, starting from (2S,4EZ)-1-(tert-butoxycarbonyl)-4-(tert-butoxyimino)-2-pyrrolidinecarboxylic acid, 2-oxo-6-pentyl-2H-pyran-3-carbonyl chloride, and 3,4-dimethoxybenzylamine the title compound was obtained in 63% purity by LC/MS. MS(ESI+): m/z=542.4. Reactants: BrC1=C(C=CC=C1OC)NC(C(F)(F)F)=O (N-(2-bromo-3-methoxyphenyl)-2,2,2-trifluoroacetamide), COC=1C=CC(=CC1)P2(=S)SP(=S)(S2)C=3C=CC(=CC3)OC (Lawesson's reagent), BrC1=C(C=CC=C1OC)NC(C(F)(F)F)=S (N-(2-bromo-3-methoxyphenyl)-2,2,2-trifluoroethanethioamide). Solvent: O1CCOCC1 (1,4-dioxane). Yields the product FC(C=1SC2=C(N1)C=CC=C2O)(F)F (2-(Trifluoromethyl)-1,3-benzothiazol-7-ol). RXN SMILES: Br[C:2]1[C:7]([O:8]C)=[CH:6][CH:5]=[CH:4][C:3]=1[NH:10][C:11](=[S:16])[C:12]([F:15])([F:14])[F:13].BrC1C(OC)=CC=CC=1NC(=O)C(F)(F)F.COC1C=CC(P2(SP(C3C=CC(OC)=CC=3)(=S)S2)=S)=CC=1>O1CCOCC1>[F:13][C:12]([F:15])([F:14])[C:11]1[S:16][C:2]2[C:7]([OH:8])=[CH:6][CH:5]=[CH:4][C:3]=2[N:10]=1. Procedure details: Synthesis of N-(2-bromo-3-methoxyphenyl)-2,2,2-trifluoroethanethioamide (C25). A solution of N-(2-bromo-3-methoxyphenyl)-2,2,2-trifluoroacetamide (C24) (776 mg, 2.6 mmol) and Lawesson's reagent (1.07 g, 2.6 mmol) in 1,4-dioxane (13 mL) was heated to 135° C. overnight. The mixture was cooled to room temperature, filtered, and concentrated in vacuo. Purification via silica get chromatography (Gradient: 0% to 20% ethyl acetate in heptanes) afforded the title compound as an oil. Yield: 839 mg, 2.60 ... The reactants are C(C1=CC=CC=C1)(=O)Cl (benzoyl chloride). The reagents and catalysts are [Fe](Cl)(Cl)Cl (iron (III) chloride). Run in C1=CC=CC=C1 (benzene). Product: C(C1=CC=CC=C1)(=O)C1=CC=CC=C1 (benzophenone), Cl (hydrochloric acid). As a reaction SMILES: [C:1]([Cl:9])(=[O:8])[C:2]1[CH:7]=[CH:6][CH:5]=[CH:4][CH:3]=1>[Fe](Cl)(Cl)Cl.C1C=CC=CC=1>[C:1]([C:2]1[CH:7]=[CH:6][CH:5]=[CH:4][CH:3]=1)(=[O:8])[C:2]1[CH:7]=[CH:6][CH:5]=[CH:4][CH:3]=1.[ClH:9]. Reported procedure: In the presence of catalytic amounts of iron (III) chloride, and under the appropriate conditions of temperature and pressure, benzoyl chloride and benzene react to form benzophenone and hydrochloric acid. Yields the product COC(=O)[C@@H]1C/C=C/COC=2C=CC(C[C@@H](C(N[C@H](C(N1)=O)C(C)C)=O)NC(=O)OC(C)(C)C)=CC2 ((E)-(7S,10S,13S)-13-tert-Butoxycarbonylamino-10-isopropyl-9,12-dioxo-2-oxa-8,11-diazabicyclo[13.2.2]nonadeca-1(18),4,15(19),16-tetraene-7-carboxylic acid methyl ester). As a reaction SMILES: [CH3:1][O:2][C:3](=[O:38])[C@@H:4]([NH:8][C:9](=[O:37])[C@@H:10]([NH:14][C:15](=[O:36])[C@@H:16]([NH:28][C:29]([O:31][C:32]([CH3:35])([CH3:34])[CH3:33])=[O:30])[CH2:17][C:18]1[CH:23]=[CH:22][C:21]([O:24][CH2:25]C=C)=[CH:20][CH:19]=1)[CH:11]([CH3:13])[CH3:12])[CH2:5][CH:6]=[CH2:7].CCOC(C)=O>ClC(Cl)CCl>[CH3:1][O:2][C:3]([C@H:4]1[NH:8][C:9](=[O:37])[C@H:10]([CH:11]([CH3:13])[CH3:12])[NH:14][C:15](=[O:36])[C@@H:16]([NH:28][C:29]([O:31][C:32]([CH3:34])([CH3:35])[CH3:33])=[O:30])[CH2:17][C:18]2=[CH:23][CH:22]=[C:21]([CH:20]=[CH:19]2)[O:24][CH2:25][CH:7]=[CH:6][CH2:5]1)=[O:38]. Reported procedure: Diene 44 (1.80 g, 3.39 mmol) was dissolved in anhydrous 1,1,2-trichloroethane (0.01M) under an atmosphere of argon. GSGC (0.10 equiv) was added. The mixture was heated at reflux for one hour. Two further additions of GSGC (0.10 equiv) were added and after each the reaction mixture was subjected to one h and eighteen h of reflux respectively. This was then cooled and concentrated in vacuo. The crude material was purified by flash chromatography on silica using a gradient of EtOAc and (50/70) petr... Run in ClC(CCl)Cl (1,1,2-trichloroethane). Reactants: COC([C@H](CC=C)NC([C@H](C(C)C)NC([C@H](CC1=CC=C(C=C1)OCC=C)NC(=O)OC(C)(C)C)=O)=O)=O ((S)-2-{(S)-2-[(S)-3-(4-Allyloxy-phenyl)-2-tert-butoxycarbonylamino propionylamino]-3-methylbutyrylamino}-pent-4-enoic acid methyl ester), CCOC(=O)C (EtOAc). Starting materials: [N+](=O)([O-])C1=CC2=C(SCCN2)C=C1 (6-nitro-3,4-dihydro-2H-benzo[b][1,4]thiazine), ClCC(=O)Cl (2-chloroacetyl chloride), CN (methylamine). The solvent is O (water), C([O-])([O-])=O.[Na+].[Na+] (sodium carbonate), O1CCCC1 (tetrahydrofuran). Conditions: temperature 60 celsius, time 10 minute. The product is CNCC(=O)N1C2=C(SCC1)C=CC(=C2)[N+](=O)[O-] (2-(Methylamino)-1-(6-nitro-2H-benzo[b][1,4]thiazin-4(3H)-yl)ethanone). Isolated yield 75.0%. Reaction SMILES: [N+:1]([C:4]1[CH:13]=[CH:12][C:7]2[S:8][CH2:9][CH2:10][NH:11][C:6]=2[CH:5]=1)([O-:3])=[O:2].Cl[CH2:15][C:16](Cl)=[O:17].[CH3:19][NH2:20]>O1CCCC1.O.C(=O)([O-])[O-].[Na+].[Na+]>[CH3:19][NH:20][CH2:15][C:16]([N:11]1[CH2:10][CH2:9][S:8][C:7]2[CH:12]=[CH:13][C:4]([N+:1]([O-:3])=[O:2])=[CH:5][C:6]1=2)=[O:17] |f:5.6.7|. Reported procedure: To a stirred solution of 6-nitro-3,4-dihydro-2H-benzo[b][1,4]thiazine (500 mg, 2.55 mmol) in tetrahydrofuran (4 mL) was added 2-chloroacetyl chloride (0.223 mL, 2.80 mmol). The resulting mixture was stirred at 60° C. for 10 minutes, at which time the reaction was cooled to 0° C. To the mixture was then added methylamine (2 M in tetrahydrofuran; 12.7 mL, 25.4 mmol). The resulting mixture was stirred at room temperature for 30 minutes. The mixture was then diluted with water and saturated sodium c... The reactants are [OH-].[Na+] (sodium hydroxide), flavin mononucleotide, [OH-].[Na+] (sodium hydroxide), NCC(=O)O (Glycine), COC=1C=CC(=CC1)C=O (anisaldehyde), [OH-].[Na+] (sodium hydroxide), [OH-].[Na+] (sodium hydroxide), [C@@H]1([C@H](CCCC1)CO)CO (Cis-1,2-cyclohexane dimethanol), NCC(=O)O (glycine), alcohol. Solvent: C(C)O (ethanol), C(C)(=O)OCC.C(Cl)Cl (ethyl acetate methylene chloride), O (water). The product is [C@H]12CCCC[C@@H]2C(OC1)=O ((1R,6S)-(+)-8-oxabicylo[4.3.0]nonan-7-one). The yield is 92.6%. Reaction SMILES: NCC(O)=O.[OH-].[Na+].[C@@H:8]1([CH2:16][OH:17])[CH2:13][CH2:12][CH2:11][CH2:10][C@@H:9]1[CH2:14][OH:15].COC1C=CC(C=O)=CC=1>O.C(O)C.C(OCC)(=O)C.C(Cl)Cl>[C@H:9]12[CH2:14][O:15][C:16](=[O:17])[C@H:8]1[CH2:13][CH2:12][CH2:11][CH2:10]2 |f:1.2,7.8|. Reported procedure: Glycine (18.8 grams) is dissolved in 2 liters of deionized water, and the pH is adjusted by the addition of 10% sodium hydroxide to 9.0. Cis-1,2-cyclohexane dimethanol (10.0 grams) is added to the glycine solution with stirring until dissolution occurs, followed by the addition of βNAD+ (Sigma, 2 grams) and flavin mononucleotide (Sigma, 30 grams). To the resulting dear orange solution is added horse liver alcohol dehydrogenase (Sigma, 250 mg, approximately 400 units). After the enzyme has dissol...